Dataset: the Open Reaction Database (ORD), a public repository of structured organic reaction records. Task: describe an organic reaction: reactants, conditions, products, and yield Starting materials: CCC(c1nc2onc(C)c2c(=O)n1Cc1ccccc1)N(CCCNC(=O)OC(C)(C)C)C(=O)c1ccc(C)cc1, ClCCl, O=C(O)C(F)(F)F. RXN SMILES: [C:1]([O:2][C:3](=[O:4])[NH:7][CH2:8][CH2:9][CH2:10][N:11]([C:12]([c:13]1[cH:14][cH:15][c:16]([CH3:19])[cH:17][cH:18]1)=[O:20])[CH:21]([CH2:22][CH3:23])[c:24]1[n:25]([CH2:35][c:36]2[cH:37][cH:38][cH:39][cH:40][cH:41]2)[c:26](=[O:34])[c:27]2[c:28]([n:29]1)[o:30][n:31][c:32]2[CH3:33])([CH3:5])([CH3:6])[CH3:42].[Cl:50][CH2:51][Cl:52].[F:43][C:44]([F:45])([F:46])[C:47]([OH:48])=[O:49]>>[NH2:7][CH2:8][CH2:9][CH2:10][N:11]([C:12]([c:13]1[cH:14][cH:15][c:16]([CH3:19])[cH:17][cH:18]1)=[O:20])[CH:21]([CH2:22][CH3:23])[c:24]1[n:25]([CH2:35][c:36]2[cH:37][cH:38][cH:39][cH:40][cH:41]2)[c:26](=[O:34])[c:27]2[c:28]([n:29]1)[o:30][n:31][c:32]2[CH3:33]. Yields the product CCC(c1nc2onc(C)c2c(=O)n1Cc1ccccc1)N(CCCN)C(=O)c1ccc(C)cc1. Starting materials: [BH4-], CCC(CC)c1cc(C)nn2c(-c3c(C)nc4c(C=O)cccn34)c(C)nc12, CO, [Na+]. The product is CCC(CC)c1cc(C)nn2c(-c3c(C)nc4c(CO)cccn34)c(C)nc12. As a reaction SMILES: [BH4-:29].[CH2:1]([CH3:2])[CH:3]([CH2:4][CH3:5])[c:6]1[c:7]2[n:8]([n:9][c:10]([CH3:12])[cH:11]1)[c:13](-[c:17]1[c:18]([CH3:28])[n:19][c:20]3[n:21]1[cH:22][cH:23][cH:24][c:25]3[CH:26]=[O:27])[c:14]([CH3:16])[n:15]2.[CH3:31][OH:32].[Na+:30]>>[CH2:1]([CH3:2])[CH:3]([CH2:4][CH3:5])[c:6]1[c:7]2[n:8]([n:9][c:10]([CH3:12])[cH:11]1)[c:13](-[c:17]1[c:18]([CH3:28])[n:19][c:20]3[n:21]1[cH:22][cH:23][cH:24][c:25]3[CH2:26][OH:27])[c:14]([CH3:16])[n:15]2. RXN SMILES: [C:1]([N:4]1[CH2:9][CH2:8][N:7]([C:10]2[N:11]=[CH:12][C:13]3[C:19](=[O:20])[C:18]([C:21]([OH:23])=[O:22])=[CH:17][NH:16][C:14]=3[N:15]=2)[CH2:6][CH2:5]1)(=[O:3])[CH3:2].S(OCC)(O[CH2:28][CH3:29])(=O)=O.C(O)(=O)C>C(=O)([O-])[O-].[Na+].[Na+]>[C:1]([N:4]1[CH2:9][CH2:8][N:7]([C:10]2[N:11]=[CH:12][C:13]3[C:19](=[O:20])[C:18]([C:21]([OH:23])=[O:22])=[CH:17][N:16]([CH2:28][CH3:29])[C:14]=3[N:15]=2)[CH2:6][CH2:5]1)(=[O:3])[CH3:2] |f:3.4.5|. Yields the product C(C)(=O)N1CCN(CC1)C=1N=CC2=C(N1)N(C=C(C2=O)C(=O)O)CC (2-(4-Acetyl-1-piperazinyl)-5,8-dihydro-8-ethyl-5-oxopyrido[2,3-d]pyrimidine-6-carboxylic acid). The solvent is C([O-])([O-])=O.[Na+].[Na+] (sodium carbonate). Procedure: To a solution of 0.45 g of 2-(4-acetyl-1-piperazinyl)-5,8-dihydro-5-oxopyrido[2,3-d]pyrimidine-6-carboxylic acid in 30 ml of sodium carbonate was added two 0.5 ml portions of diethyl sulfate with stirring at room temperature. After the completion of the reaction the mixture was neutralized with acetic acid. The precipitate resulted was collected and recrystallized from dimthylformamide to yield 0.4 g of the product, m.p. 298° - 300°C. Starting materials: C(C)(=O)N1CCN(CC1)C=1N=CC2=C(N1)NC=C(C2=O)C(=O)O (2-(4-acetyl-1-piperazinyl)-5,8-dihydro-5-oxopyrido[2,3-d]pyrimidine-6-carboxylic acid), two, S(=O)(=O)(OCC)OCC (diethyl sulfate), C(C)(=O)O (acetic acid). Reactants: O(C1=CC=CC=C1)C(P(O)(O)=O)P(O)(O)=O ((phenoxymethylene)-bisphosphonic acid), C(C(C)(C)C)(=O)OCI (iodomethyl pivalate). The product is C(CCC)OC(P(OCOC(C)=O)(OCOC(C)=O)=O)P(OCOC(C)=O)(OCOC(C)=O)=O (Tetra-(acetoxymethyl) (n-butoxymethylene)-bisphosphonate). RXN SMILES: [O:1]([CH:8]([P:13](=[O:16])([OH:15])[OH:14])[P:9](=[O:12])([OH:11])[OH:10])[C:2]1[CH:7]=[CH:6][CH:5]=CC=1.[C:17]([O:23][CH2:24]I)(=[O:22])[C:18](C)(C)C>>[CH2:2]([O:1][CH:8]([P:13](=[O:16])([O:14][CH2:24][O:23][C:17](=[O:22])[CH3:18])[O:15][CH2:24][O:23][C:17](=[O:22])[CH3:18])[P:9](=[O:12])([O:10][CH2:24][O:23][C:17](=[O:22])[CH3:18])[O:11][CH2:24][O:23][C:17](=[O:22])[CH3:18])[CH2:7][CH2:6][CH3:5]. Reported procedure: This compound was prepared as described in Example 51 by substituting (n-butoxymethylene)-bisphosphonic acid for (phenoxymethylene)-bisphosphonic acid and by substituting iodomethyl acetate for iodomethyl pivalate. Reactants: P(O)(O)(O)=O (orthophosphoric acid), COC(CN1C2=C(C3=C([C@@H](C1=O)NC(=O)OC(C)(C)C)C=CC=C3)C=CC=C2)=O (((S)-7-tert-Butoxycarbonylamino-6-oxo-6,7-dihydro-dibenzo[b,d]azepin-5-yl)-acetic acid methyl ester), [OH-].[Na+] (sodium hydroxide). The solvent is ClCCl (dichloromethane), ClCCl (dichloromethane). The product is COC(CN1C2=C(C3=C([C@@H](C1=O)N)C=CC=C3)C=CC=C2)=O (((S)-7-Amino-6-oxo-6,7-dihydro-dibenzo[b,d]azepin-5-yl)-acetic acid methyl ester). As a reaction SMILES: [CH3:1][O:2][C:3](=[O:29])[CH2:4][N:5]1[C:11](=[O:12])[C@@H:10]([NH:13]C(OC(C)(C)C)=O)[C:9]2[CH:21]=[CH:22][CH:23]=[CH:24][C:8]=2[C:7]2[CH:25]=[CH:26][CH:27]=[CH:28][C:6]1=2.P(=O)(O)(O)O.[OH-].[Na+]>ClCCl>[CH3:1][O:2][C:3](=[O:29])[CH2:4][N:5]1[C:11](=[O:12])[C@@H:10]([NH2:13])[C:9]2[CH:21]=[CH:22][CH:23]=[CH:24][C:8]=2[C:7]2[CH:25]=[CH:26][CH:27]=[CH:28][C:6]1=2 |f:2.3|. Reported procedure: ((S)-7-tert-Butoxycarbonylamino-6-oxo-6,7-dihydro-dibenzo[b,d]azepin-5-yl)-acetic acid methyl ester (60 mg, 0.15 mmol) were dissolved in dichloromethane (3 ml), treated with 0.15 ml (2.3 mmol) orthophosphoric acid and stirred for 18 .h The reaction mixture is adjusted to pH 7.5 with 2N aqueous sodium hydroxide, diluted with dichloromethane (5 ml) and the phases separated. After extraction of the organic phases with water (5 ml) and saturated aqueous sodium chloride (5 ml), the solution is dried ...